Dataset: the Open Reaction Database (ORD), a public repository of structured organic reaction records. Task: describe an organic reaction: reactants, conditions, products, and yield The reactants are ClC=1C=C(C=O)C=CC1 (3-chlorobenzaldehyde), C(C)O.CN(C)C=O (ethanol DMF), C1(CC(CCC1)=O)=O (cyclohexane-1,3-dione), C(C)OC(CC(N)=N)=O (amidinoacetic acid ethyl ester). Solvent: C(C)O (ethanol). The product is C(C)OC(=O)C1=C(NC=2CCCC(C2C1C1=CC(=CC=C1)Cl)=O)N (2-amino-4-(3-chlorophenyl)-1,4,5,6,7,8-hexahydro-5-oxoquinoline-3-carboxylic acid ethyl ester). The yield is 66.0%. RXN SMILES: [Cl:1][C:2]1[CH:3]=[C:4]([CH:7]=[CH:8][CH:9]=1)[CH:5]=O.[C:10]1(=[O:17])[CH2:15][CH2:14][CH2:13][C:12](=O)[CH2:11]1.[CH2:18]([O:20][C:21](=[O:26])[CH2:22][C:23](=[NH:25])[NH2:24])[CH3:19].C(O)C.CN(C=O)C>C(O)C>[CH2:18]([O:20][C:21]([C:22]1[CH:5]([C:4]2[CH:7]=[CH:8][CH:9]=[C:2]([Cl:1])[CH:3]=2)[C:11]2[C:10](=[O:17])[CH2:15][CH2:14][CH2:13][C:12]=2[NH:24][C:23]=1[NH2:25])=[O:26])[CH3:19] |f:3.4|. Reported procedure: Upon boiling a solution of 7.1 g of 3-chlorobenzaldehyde, 5.6 g of cyclohexane-1,3-dione and 6.5 g of amidinoacetic acid ethyl ester in 150 ml of ethanol for 2 hours, 2-amino-4-(3-chlorophenyl)-1,4,5,6,7,8-hexahydro-5-oxoquinoline-3-carboxylic acid ethyl ester of melting point 266°C (ethanol/DMF) is obtained. Reactants: Clc1ncc(Br)c(Cl)n1, CN(C)C=O, CO, ClCCl, [H-], [Na+], Oc1ccc2cccnc2c1. The product is Clc1ncc(Br)c(Oc2ccc3cccnc3c2)n1. As a reaction SMILES: [Br:14][c:15]1[c:16]([Cl:22])[n:17][c:18]([Cl:21])[n:19][cH:20]1.[CH3:23][N:24]([CH3:25])[CH:26]=[O:27].[CH3:28][OH:29].[Cl:30][CH2:31][Cl:32].[H-:12].[Na+:13].[OH:1][c:2]1[cH:3][cH:4][c:5]2[cH:6][cH:7][cH:8][n:9][c:10]2[cH:11]1>>[O:1]([c:2]1[cH:3][cH:4][c:5]2[cH:6][cH:7][cH:8][n:9][c:10]2[cH:11]1)[c:16]1[c:15]([Br:14])[cH:20][n:19][c:18]([Cl:21])[n:17]1. Reactants: O (water), C([O-])([O-])=O.[K+].[K+] (potassium carbonate), C(C)OC(CBr)=O (ethylbromoacetate), C12C(C3CC(CC(C1)C3)C2)N2NC(C2=O)(C)C (2-(adamantan-2-yl)-4,4-dimethyl-1,2-diazetidin-3-one). Run in CN(C=O)C (N,N-dimethylformamide). Run at temperature 80 celsius, time 20 hour. Yields the product CC1(C(N(N1CC(=O)OCC)C1C2CC3CC(CC1C3)C2)=O)C (ethyl [4,4-dimethyl-3-oxo-2-(adamantan-2-yl)-1,2-diazetidin-1-yl]acetate). Yield: 59.3%. As a reaction SMILES: [CH:1]12[CH2:10][CH:5]3[CH2:6][CH:7]([CH2:9][CH:3]([CH2:4]3)[CH:2]1[N:11]1[C:14](=[O:15])[C:13]([CH3:17])([CH3:16])[NH:12]1)[CH2:8]2.C(=O)([O-])[O-].[K+].[K+].[CH2:24]([O:26][C:27](=[O:30])[CH2:28]Br)[CH3:25].O>CN(C)C=O>[CH3:16][C:13]1([CH3:17])[N:12]([CH2:28][C:27]([O:26][CH2:24][CH3:25])=[O:30])[N:11]([CH:2]2[CH:3]3[CH2:4][CH:5]4[CH2:6][CH:7]([CH2:8][CH:1]2[CH2:10]4)[CH2:9]3)[C:14]1=[O:15] |f:1.2.3|. Reported procedure: Under an argon atmosphere, a solution of 2-(adamantan-2-yl)-4,4-dimethyl-1,2-diazetidin-3-one (234 mg, 1.00 mmol) prepared in Process 3 of Example 12 in N,N-dimethylformamide (2 mL) was added with potassium carbonate (277 mg, 2.00 mmol) and ethylbromoacetate (167 mg, 1.00 mmol) at room temperature, and the resultant was stirred at 80° C. for 20 hours. The reaction solution was added with water and extracted with diethyl ether. The organic layer was dried over anhydrous sodium sulfate, concentrat... Reactants: CCc1cc(-c2cncc(C(=O)O)c2)c(C)[nH]c1=O, CCCCN. Reaction SMILES: [CH2:1]([CH3:2])[c:3]1[cH:4][c:5](-[c:11]2[cH:12][n:13][cH:14][c:15]([C:17](=[O:18])[OH:19])[cH:16]2)[c:6]([CH3:10])[nH:7][c:8]1=[O:9].[CH2:20]([CH2:21][CH2:22][CH3:23])[NH2:24]>>[CH2:1]([CH3:2])[c:3]1[cH:4][c:5](-[c:11]2[cH:12][n:13][cH:14][c:15]([C:17](=[O:19])[NH:24][CH2:20][CH2:21][CH2:22][CH3:23])[cH:16]2)[c:6]([CH3:10])[nH:7][c:8]1=[O:9]. The product is CCCCNC(=O)c1cncc(-c2cc(CC)c(=O)[nH]c2C)c1. Reactants: C[Si](C)(C)C#CC1=CC=C(C=C1)C1CCN(CC1)C(=O)OC(C)(C)C (tert-butyl 4-(4-((trimethylsilyl)ethynyl)phenyl)piperidine-1-carboxylate), C[Si](C)(C)C#CC1=CC=C(C=C1)C1CCN(CC1)C(=O)OC(C)(C)C (tert-butyl 4-(4-((trimethylsilyl)ethynyl)phenyl)piperidine-1-carboxylate), [F-].C(CCC)[N+](CCCC)(CCCC)CCCC (Tetrabutylammonium fluoride). The solvent is O1CCCC1 (tetrahydrofuran), O (water). Conditions: time 10 minute. Product: C(#C)C1=CC=C(C=C1)C1CCN(CC1)C(=O)OC(C)(C)C (t-Butyl 4-(4-ethynylphenyl)piperidine-1-carboxylate). Yield: 93.4%. As a reaction SMILES: C[Si]([C:5]#[C:6][C:7]1[CH:12]=[CH:11][C:10]([CH:13]2[CH2:18][CH2:17][N:16]([C:19]([O:21][C:22]([CH3:25])([CH3:24])[CH3:23])=[O:20])[CH2:15][CH2:14]2)=[CH:9][CH:8]=1)(C)C.[F-].C([N+](CCCC)(CCCC)CCCC)CCC>O1CCCC1.O>[C:6]([C:7]1[CH:8]=[CH:9][C:10]([CH:13]2[CH2:14][CH2:15][N:16]([C:19]([O:21][C:22]([CH3:25])([CH3:24])[CH3:23])=[O:20])[CH2:17][CH2:18]2)=[CH:11][CH:12]=1)#[CH:5] |f:1.2|. Reported procedure: Into a 50-mL round-bottom flask, was placed a solution of tert-butyl 4-(4-((trimethylsilyl)ethynyl)phenyl)piperidine-1-carboxylate (compound 76.2, 1.34 g, 3.75 mmol) in tetrahydrofuran (20 mL). Tetrabutylammonium fluoride (1.95 g, 7.47 mmol) was added and the resulting solution was stirred for 10 min at room temperature. The mixture was diluted with water (30 mL) and extracted with EtOAc (3×20 mL). The organic layers were combined, dried (Na2SO4), filtered and concentrated under reduced pressure... Reactants: FC=1C=CC(=C(OCCC2=CC=CC3=CC=CC=C23)C1)[N+](=O)[O-] (1-[2-(5-fluoro-2-nitro-phenoxy)-ethyl]-naphthalene). Reagents/catalysts: [Ni] (Raney nickel). Solvent: C1CCOC1 (THF). The product is FC1=CC(=C(C=C1)N)OCCC1=CC=CC2=CC=CC=C12 (4-Fluoro-2-(2-naphthalen-1-yl-ethoxy)-phenylamine). The yield is 94.4%. RXN SMILES: [F:1][C:2]1[CH:3]=[CH:4][C:5]([N+:21]([O-])=O)=[C:6]([CH:20]=1)[O:7][CH2:8][CH2:9][C:10]1[C:19]2[C:14](=[CH:15][CH:16]=[CH:17][CH:18]=2)[CH:13]=[CH:12][CH:11]=1>C1COCC1.[Ni]>[F:1][C:2]1[CH:3]=[CH:4][C:5]([NH2:21])=[C:6]([O:7][CH2:8][CH2:9][C:10]2[C:19]3[C:14](=[CH:15][CH:16]=[CH:17][CH:18]=3)[CH:13]=[CH:12][CH:11]=2)[CH:20]=1. Reported procedure: A solution of 1-[2-(5-fluoro-2-nitro-phenoxy)-ethyl]-naphthalene (24.63 g, 79.10 mmol) in THF (200 mL) was shaken with Raney nickel (3.0 g) under H2 (55 psi) for 2 h using Parr apparatus. The reaction mixture was filtered through celite and concentrated. 4-Fluoro-2-(2-naphthalen-1-yl-ethoxy)-phenylamine (21.0 g, 94%) was obtained as a light-yellow solid. 1H NMR (CDCl3, 400 MHz) 8.12 (d, 1H), 7.84 (d, 1H), 7.77 (d, 1H), 7.57-7.42 (m, 4H), 6.60-6.45 (m, 3H), 4.31 (t, 2H), 3.59 (t, 2H).